Dataset: the Open Reaction Database (ORD), a public repository of structured organic reaction records. Task: describe an organic reaction: reactants, conditions, products, and yield The product is COC(=O)CCCCc1ccc(OCCCCC=Cc2ccc(OC)cc2)c(CCC(=O)OC)n1. The reactants are COc1ccc(C=CCCCCBr)cc1, COC(=O)CCCCc1ccc(O)c(CCC(=O)OC)n1. As a reaction SMILES: [Br:22][CH2:23][CH2:24][CH2:25][CH2:26][CH:27]=[CH:28][c:29]1[cH:30][cH:31][c:32]([O:35][CH3:36])[cH:33][cH:34]1.[CH3:1][O:2][C:3]([CH2:4][CH2:5][CH2:6][CH2:7][c:8]1[cH:9][cH:10][c:11]([OH:20])[c:12]([CH2:14][CH2:15][C:16](=[O:17])[O:18][CH3:19])[n:13]1)=[O:21]>>[CH3:1][O:2][C:3]([CH2:4][CH2:5][CH2:6][CH2:7][c:8]1[cH:9][cH:10][c:11]([O:20][CH2:23][CH2:24][CH2:25][CH2:26][CH:27]=[CH:28][c:29]2[cH:30][cH:31][c:32]([O:35][CH3:36])[cH:33][cH:34]2)[c:12]([CH2:14][CH2:15][C:16](=[O:17])[O:18][CH3:19])[n:13]1)=[O:21]. Starting materials: C(C)(C)(C)OC(=O)N1[C@H](CN(CC1)C(C)=O)[C@H]([C@@H](CC1=CC=CC=C1)N=C(C1=CC=CC=C1)C1=CC=CC=C1)O (4-acetyl-2-(R)-[2-(R)-(benzhydrylidene-amino)-1-(S)-hydroxy-3-phenylpropyl]-piperazine-1-carboxylic acid tert-butyl ester), [H][H] (hydrogen). The reagents and catalysts are [Pd] (palladium on carbon). Solvent: CO (methanol). Yields the product C(C)(C)(C)OC(=O)N1[C@H](CN(CC1)C(C)=O)[C@H]([C@@H](CC1=CC=CC=C1)N)O (4-Acetyl-2-(R)-(2-(R)-amino-1-(S)-hydroxy-3-phenylpropyl)-piperazine-1-carboxylic acid tert-butyl ester). As a reaction SMILES: [C:1]([O:5][C:6]([N:8]1[CH2:13][CH2:12][N:11]([C:14](=[O:16])[CH3:15])[CH2:10][C@@H:9]1[C@@H:17]([OH:40])[C@H:18]([N:26]=C(C1C=CC=CC=1)C1C=CC=CC=1)[CH2:19][C:20]1[CH:25]=[CH:24][CH:23]=[CH:22][CH:21]=1)=[O:7])([CH3:4])([CH3:3])[CH3:2].[H][H]>CO.[Pd]>[C:1]([O:5][C:6]([N:8]1[CH2:13][CH2:12][N:11]([C:14](=[O:16])[CH3:15])[CH2:10][C@@H:9]1[C@@H:17]([OH:40])[C@H:18]([NH2:26])[CH2:19][C:20]1[CH:21]=[CH:22][CH:23]=[CH:24][CH:25]=1)=[O:7])([CH3:2])([CH3:3])[CH3:4]. Procedure details: Dissolve 4-acetyl-2-(R)-[2-(R)-(benzhydrylidene-amino)-1-(S)-hydroxy-3-phenylpropyl]-piperazine-1-carboxylic acid tert-butyl ester (66 mg, 0.12 mmol) in methanol (1 mL) and add 10% palladium on carbon (12 mg). Stir under 1 atmosphere of hydrogen gas overnight, filter through a filtering agent, wash with methanol and concentrate to give the title compound that may be used without further purification. Reactants: C(CCC)[B-](C1=CC=CC=C1)(C1=CC=CC=C1)C1=CC=CC=C1.[Li+] (lithium butyltriphenylborate), F[B-](F)(F)F.C(C1=CC=CC=C1)[S+](CC(=O)C1=CC=CC=C1)CC1=CC=CC=C1 (dibenzylphenacylsulfonium tetrafluoroborate), O (water), resultant mixture. Run in C(C)#N (acetonitrile), C(C)#N (acetonitrile). The product is C(C1=CC=CC=C1)[S+](CC(=O)C1=CC=CC=C1)CC1=CC=CC=C1.C(CCC)[B-](C1=CC=CC=C1)(C1=CC=CC=C1)C1=CC=CC=C1 (dibenzylphenacylsulfonium butyltriphenylborate). Yield: 34.0%. As a reaction SMILES: [CH2:1]([B-:5]([C:18]1[CH:23]=[CH:22][CH:21]=[CH:20][CH:19]=1)([C:12]1[CH:17]=[CH:16][CH:15]=[CH:14][CH:13]=1)[C:6]1[CH:11]=[CH:10][CH:9]=[CH:8][CH:7]=1)[CH2:2][CH2:3][CH3:4].[Li+].F[B-](F)(F)F.[CH2:30]([S+:37]([CH2:47][C:48]1[CH:53]=[CH:52][CH:51]=[CH:50][CH:49]=1)[CH2:38][C:39]([C:41]1[CH:46]=[CH:45][CH:44]=[CH:43][CH:42]=1)=[O:40])[C:31]1[CH:36]=[CH:35][CH:34]=[CH:33][CH:32]=1.O>C(#N)C>[CH2:47]([S+:37]([CH2:30][C:31]1[CH:36]=[CH:35][CH:34]=[CH:33][CH:32]=1)[CH2:38][C:39]([C:41]1[CH:42]=[CH:43][CH:44]=[CH:45][CH:46]=1)=[O:40])[C:48]1[CH:49]=[CH:50][CH:51]=[CH:52][CH:53]=1.[CH2:1]([B-:5]([C:18]1[CH:23]=[CH:22][CH:21]=[CH:20][CH:19]=1)([C:6]1[CH:7]=[CH:8][CH:9]=[CH:10][CH:11]=1)[C:12]1[CH:17]=[CH:16][CH:15]=[CH:14][CH:13]=1)[CH2:2][CH2:3][CH3:4] |f:0.1,2.3,6.7|. Reported procedure: A solution of 3.00 g of lithium butyltriphenylborate in 100 ml of acetonitrile was added to a solution of 4.12 g of dibenzylphenacylsulfonium tetrafluoroborate in 100 ml of acetonitrile, and the resultant mixture was stirred at room temperature for 30 minutes. The reaction mixture was poured into 500 ml of water, and the resultant oily component was separated, recovered, washed with water and recrystallized from dichloromethane/ether to give 2.11 g of dibenzylphenacylsulfonium-butyltriphenylbora...